Dataset: the Open Reaction Database (ORD), a public repository of structured organic reaction records. Task: describe an organic reaction: reactants, conditions, products, and yield Reactants: N1=CC(=CC=C1)C(=O)C1=CC(=CC(=C1)O[Si](C(C)C)(C(C)C)C(C)C)C1=C2C=CN(C2=CC=C1)[Si](C(C)C)(C(C)C)C(C)C (pyridin-3-yl-[3-(1-triisopropylsilanyl-1H-indol-4-yl)-5-triisopropylsilanyloxy-phenyl]-methanone), C[Mg]Cl (MeMgCl), CCCC[N+](CCCC)(CCCC)CCCC.[F-] (TBAF). Solvent: [Cl-].[Na+].O (Brine), C1CCOC1 (THF), C1CCOC1 (THF). Run at time 30 minute. The product is OC(C)(C=1C=NC=CC1)C=1C=C(C=C(C1)C1=C2C=CNC2=CC=C1)O (3-(1-hydroxy-1-pyridin-3-yl-ethyl)-5-(1H-indol-4-yl)-phenol). Yield: 39.0%. As a reaction SMILES: [N:1]1[CH:6]=[CH:5][CH:4]=[C:3]([C:7]([C:9]2[CH:14]=[C:13]([O:15][Si](C(C)C)(C(C)C)C(C)C)[CH:12]=[C:11]([C:26]3[CH:34]=[CH:33][CH:32]=[C:31]4[C:27]=3[CH:28]=[CH:29][N:30]4[Si](C(C)C)(C(C)C)C(C)C)[CH:10]=2)=[O:8])[CH:2]=1.[CH3:45][Mg]Cl.CCCC[N+](CCCC)(CCCC)CCCC.[F-]>C1COCC1.[Cl-].[Na+].O>[OH:8][C:7]([C:9]1[CH:14]=[C:13]([OH:15])[CH:12]=[C:11]([C:26]2[CH:34]=[CH:33][CH:32]=[C:31]3[C:27]=2[CH:28]=[CH:29][NH:30]3)[CH:10]=1)([C:3]1[CH:2]=[N:1][CH:6]=[CH:5][CH:4]=1)[CH3:45] |f:2.3,5.6.7|. Procedure: To pyridin-3-yl-[3-(1-triisopropylsilanyl-1H-indol-4-yl)-5-triisopropylsilanyloxy-phenyl]-methanone (64 mg, 0.102 mmol) in 2 mL of THF was added 2 mL of MeMgCl (1 M in THF) at 0° C. After 30 min TLC indicated the completion of the reaction. Brine was then added to quench the reaction. The aqueous phase was then extracted with EtOAc. The combined organic phases were dried and concentrated to afford the crude product. The residue was again dissolved in 2 mL of THF and followed by addition of 1 mL ... Reactants: [H-].[Na+] (sodium hydride), CC(C)C1=CC=C(C=C1)C(C(C)=O)=C (3-[4-(1-Methylethyl)phenyl]-3-buten-2-one), [I-].C[S+](C)C (trimethylsulfonium iodide). Run in CN(C=O)C (dimethylformamide), CN(C=O)C (dimethylformamide). Run at temperature 0 celsius. Yields the product CC(C)C1=CC=C(C=C1)C1(CC1)C(C)=O (1-[1-[4-(1-Methylethyl)phenyl]cyclopropyl]ethanone). The yield is 44.7%. RXN SMILES: [H-].[Na+].[I-].[CH3:4][S+](C)C.[CH3:8][CH:9]([C:11]1[CH:16]=[CH:15][C:14]([C:17](=[CH2:21])[C:18](=[O:20])[CH3:19])=[CH:13][CH:12]=1)[CH3:10]>CN(C)C=O>[CH3:10][CH:9]([C:11]1[CH:12]=[CH:13][C:14]([C:17]2([C:18](=[O:20])[CH3:19])[CH2:4][CH2:21]2)=[CH:15][CH:16]=1)[CH3:8] |f:0.1,2.3|. Procedure details: 474 mg of sodium hydride (55% in paraffin oil) is introduced into 20 ml of dimethylformamide under nitrogen at 0° C., and 1.29 g of trimethylsulfonium iodide is added. After 30 minutes at this temperature, 930 mg of ketone 46 is added in drops to 4 ml of dimethylformamide. It is stirred for 1 more hour at 0° C., then quenched with sodium chloride solution, extracted with ethyl acetate, dried on sodium sulfate and concentrated by evaporation. After chromatography on silica gel with ethyl acetate/... Reactants: N1CC(C1)N1CCC(CC1)C=1C(=C(C=C(C1)C#N)NC1=NN2C(C(=N1)NC1CC1)=NC=C2C#N)Cl (2-((3-(1-(azetidin-3-yl)piperidin-4-yl)-2-chloro-5-cyanophenyl)amino)-4-(cyclopropylamino)imidazo[2,1-f][1,2,4]triazine-7-carbonitrile), CS(=O)(=O)Cl (methanesulfonyl chloride). Yields the product ClC1=C(C=C(C=C1C1CCN(CC1)C1CN(C1)S(=O)(=O)C)C#N)NC1=NN2C(C(=N1)NC1CC1)=NC=C2C#N (2-((2-chloro-5-cyano-3-(1-(1-(methylsulfonyl)azetidin-3-yl)piperidin-4-yl)phenyl)amino)-4-(cyclopropylamino)imidazo[2,1-f][1,2,4]triazine-7-carbonitrile). As a reaction SMILES: [NH:1]1[CH2:4][CH:3]([N:5]2[CH2:10][CH2:9][CH:8]([C:11]3[C:12]([Cl:35])=[C:13]([NH:19][C:20]4[N:25]=[C:24]([NH:26][CH:27]5[CH2:29][CH2:28]5)[C:23]5=[N:30][CH:31]=[C:32]([C:33]#[N:34])[N:22]5[N:21]=4)[CH:14]=[C:15]([C:17]#[N:18])[CH:16]=3)[CH2:7][CH2:6]2)[CH2:2]1.[CH3:36][S:37](Cl)(=[O:39])=[O:38]>>[Cl:35][C:12]1[C:11]([CH:8]2[CH2:7][CH2:6][N:5]([CH:3]3[CH2:2][N:1]([S:37]([CH3:36])(=[O:39])=[O:38])[CH2:4]3)[CH2:10][CH2:9]2)=[CH:16][C:15]([C:17]#[N:18])=[CH:14][C:13]=1[NH:19][C:20]1[N:25]=[C:24]([NH:26][CH:27]2[CH2:28][CH2:29]2)[C:23]2=[N:30][CH:31]=[C:32]([C:33]#[N:34])[N:22]2[N:21]=1. Procedure: The title compound was prepared from 2-((3-(1-(azetidin-3-yl)piperidin-4-yl)-2-chloro-5-cyanophenyl)amino)-4-(cyclopropylamino)imidazo[2,1-f][1,2,4]triazine-7-carbonitrile (Example 318) and methanesulfonyl chloride using a method analogous to that used to prepare Example 319 HPLC Rt 3.020 min